From a dataset of the Open Reaction Database (ORD), a public repository of structured organic reaction records. describe an organic reaction: reactants, conditions, products, and yield Reactants: BrC=1C=NC(=NC1)Cl (5-Bromo-2-chloropyrimidine), C[O-].[Na+] (sodium methoxide). The solvent is CO (methanol). Reaction conditions: time 8 hour. Product: BrC=1C=NC(=NC1)OC (5-Bromo-2-methoxypyrimidine). As a reaction SMILES: [Br:1][C:2]1[CH:3]=[N:4][C:5](Cl)=[N:6][CH:7]=1.[CH3:9][O-:10].[Na+]>CO>[Br:1][C:2]1[CH:3]=[N:4][C:5]([O:10][CH3:9])=[N:6][CH:7]=1 |f:1.2|. Procedure details: 5-Bromo-2-chloropyrimidine (10 g, 52 mmol) and sodium methoxide (8.42 g, 156 mmol) were taken in methanol (50 mL) and stirred at room temperature overnight. Reaction mixture was concentrated followed by the addition of water. The resulting mixture was extracted with ethyl acetate and dried over MgSO4. The titled compound was obtained after concentration (8.07 g, 82.5%). Reactants: CCO, O=[N+]([O-])c1ccc(-c2nc3ccccc3s2)cc1, O, O, Cl[Sn]Cl. Product: Nc1ccc(-c2nc3ccccc3s2)cc1. As a reaction SMILES: [CH3:24][CH2:25][OH:26].[N+:1]([O-:2])(=[O:3])[c:4]1[cH:5][cH:6][c:7](-[c:10]2[s:11][c:12]3[c:13]([n:14]2)[cH:15][cH:16][cH:17][cH:18]3)[cH:8][cH:9]1.[OH2:19].[OH2:20].[Sn:21]([Cl:22])[Cl:23]>>[NH2:1][c:4]1[cH:5][cH:6][c:7](-[c:10]2[s:11][c:12]3[c:13]([n:14]2)[cH:15][cH:16][cH:17][cH:18]3)[cH:8][cH:9]1. The reactants are CNC, O=C(O)c1cc(Cl)ccc1[N+](=O)[O-], Cl, O. The product is CN(C)c1ccc([N+](=O)[O-])c(C(=O)O)c1. As a reaction SMILES: [CH3:14][NH:15][CH3:16].[Cl:1][c:2]1[cH:3][cH:4][c:5]([N+:11](=[O:12])[O-:13])[c:6]([C:7](=[O:8])[OH:9])[cH:10]1.[ClH:17].[OH2:18]>>[c:2]1([N:15]([CH3:14])[CH3:16])[cH:3][cH:4][c:5]([N+:11](=[O:12])[O-:13])[c:6]([C:7](=[O:8])[OH:9])[cH:10]1. The reactants are O (Water), C1(=CC=CC=C1)P(C1=CC=CC=C1)C1=CC=CC=C1 (triphenylphosphine), BrN1C(CCC1=O)=O (N-bromosuccinimide), ClC=1C=CC(=C(C1)CCCO)F (3-(5-chloro-2-fluorophenyl)-1-propanol). Run in C(Cl)Cl (methylene chloride). Yields the product BrCCCC1=C(C=CC(=C1)Cl)F (1-(3-bromopropyl)-5-chloro-2-fluorobenzene). The yield is 88.8%. Reaction SMILES: [Cl:1][C:2]1[CH:3]=[CH:4][C:5]([F:12])=[C:6]([CH2:8][CH2:9][CH2:10]O)[CH:7]=1.C1(P(C2C=CC=CC=2)C2C=CC=CC=2)C=CC=CC=1.[Br:32]N1C(=O)CCC1=O.O>C(Cl)Cl>[Br:32][CH2:10][CH2:9][CH2:8][C:6]1[CH:7]=[C:2]([Cl:1])[CH:3]=[CH:4][C:5]=1[F:12]. Procedure details: Compound 64-2 (2.28 g) was dissolved in methylene chloride (40 ml), triphenylphosphine (3.50 g) and N-bromosuccinimide (2.37 g) were added under ice-cooling, and the mixture was stirred under ice-cooling for 5 hr. Water was added to the reaction mixture, and the mixture was extracted with methylene chloride and washed with saturated brine, and dried over anhydrous sodium sulfate. The solvent was evaporated under reduced pressure. Diethyl ether was added, and the precipitated triphenylphosphine o... Reactants: CC=1N=C(SC1)NC(=O)C1=NC(=CC(=C1)B1OC(C(O1)(C)C)(C)C)C (6-Methyl-4-(4,4,5,5-tetramethyl-[1,3,2]dioxa-borolan-2-yl)-pyridine-2-carboxylic acid (4-methyl-thiazol-2-yl)-amide), BrC1=CC(=NC(=C1)C)C#N (4-Bromo-6-methyl-pyridine-2-carbonitrile). The product is CC=1N=C(SC1)NC(=O)C1=NC(=CC(=C1)C1=CC(=NC(=C1)C#N)C)C (6′-Cyano-6,2′-dimethyl-[4,4′]bipyridinyl-2-carboxylic acid (4-methyl-thiazol-2-yl)-amide). RXN SMILES: [CH3:1][C:2]1[N:3]=[C:4]([NH:7][C:8]([C:10]2[CH:15]=[C:14](B3OC(C)(C)C(C)(C)O3)[CH:13]=[C:12]([CH3:25])[N:11]=2)=[O:9])[S:5][CH:6]=1.Br[C:27]1[CH:32]=[C:31]([CH3:33])[N:30]=[C:29]([C:34]#[N:35])[CH:28]=1>>[CH3:1][C:2]1[N:3]=[C:4]([NH:7][C:8]([C:10]2[CH:15]=[C:14]([C:27]3[CH:28]=[C:29]([C:34]#[N:35])[N:30]=[C:31]([CH3:33])[CH:32]=3)[CH:13]=[C:12]([CH3:25])[N:11]=2)=[O:9])[S:5][CH:6]=1. Procedure details: The title compound, was prepared from 6-Methyl-4-(4,4,5,5-tetramethyl-[1,3,2]dioxa-borolan-2-yl)-pyridine-2-carboxylic acid (4-methyl-thiazol-2-yl)-amide in accordance with the general method of example 131, step 2 using 4-Bromo-6-methyl-pyridine-2-carbonitrile instead of 3-Trifluoromethyl-5-bromopyridine to yield the final compound as a yellow solid, MS (ISP): m/e=350.3 (M+H)+.